The task is: describe an organic reaction: reactants, conditions, products, and yield. This data is from the Open Reaction Database (ORD), a public repository of structured organic reaction records. As a reaction SMILES: [CH3:1][O:2][C:3]1[CH:19]=[CH:18][C:6]([C:7]([NH:9][C:10]2[CH:15]=[CH:14][CH:13]=[C:12]([O:16][CH3:17])[CH:11]=2)=[O:8])=[CH:5][CH:4]=1.[CH3:20]I>>[CH3:1][O:2][C:3]1[CH:4]=[CH:5][C:6]([C:7]([N:9]([C:10]2[CH:15]=[CH:14][CH:13]=[C:12]([O:16][CH3:17])[CH:11]=2)[CH3:20])=[O:8])=[CH:18][CH:19]=1. Reactants: COC1=CC=C(C(=O)NC2=CC(=CC=C2)OC)C=C1 (4-methoxy-N-(3-methoxyphenyl)benzamide), CI (methyl iodide). Yields the product COC1=CC=C(C(=O)N(C)C2=CC(=CC=C2)OC)C=C1 (4-methoxy-N-(3-methoxyphenyl)-N-methylbenzamide). Procedure details: The procedure of Preparation Example 14 was repeated, except that 4-methoxy-N-(3-methoxyphenyl)benzamide was used in place of 4-methoxy-N-(4-methoxyphenyl)benzamide, and 1.2 ml of methyl iodide was used in place of ethyl iodide. Thus, there was obtained 625 mg of 4-methoxy-N-(3-methoxyphenyl)-N-methylbenzamide.